This data is from the Open Reaction Database (ORD), a public repository of structured organic reaction records. The task is: describe an organic reaction: reactants, conditions, products, and yield Reactants: N1(CCNCC1)C=1C=CC=2N(N1)C(=NN2)C(F)(F)F (6-(piperazin-1-yl)-3-(trifluoromethyl)-[1,2,4]triazolo[4,3-b]pyridazine), S1C=C(C2=C1C=CC=C2)C=O (1-benzothiophene-3-carbaldehyde). Product: S1C=C(C2=C1C=CC=C2)CN2CCN(CC2)C=2C=CC=1N(N2)C(=NN1)C(F)(F)F (6-[4-(1-benzothiophen-3-ylmethyl)piperazin-1-yl]-3-(trifluoromethyl)-[1,2,4]triazolo[4,3-b]pyridazine). RXN SMILES: [N:1]1([C:7]2[CH:8]=[CH:9][C:10]3[N:11]([C:13]([C:16]([F:19])([F:18])[F:17])=[N:14][N:15]=3)[N:12]=2)[CH2:6][CH2:5][NH:4][CH2:3][CH2:2]1.[S:20]1[C:24]2[CH:25]=[CH:26][CH:27]=[CH:28][C:23]=2[C:22]([CH:29]=O)=[CH:21]1>>[S:20]1[C:24]2[CH:25]=[CH:26][CH:27]=[CH:28][C:23]=2[C:22]([CH2:29][N:4]2[CH2:3][CH2:2][N:1]([C:7]3[CH:8]=[CH:9][C:10]4[N:11]([C:13]([C:16]([F:17])([F:18])[F:19])=[N:14][N:15]=4)[N:12]=3)[CH2:6][CH2:5]2)=[CH:21]1. Reported procedure: Reductive amination of 6-(piperazin-1-yl)-3-(trifluoromethyl)-[1,2,4]triazolo[4,3-b]pyridazine with 1-benzothiophene-3-carbaldehyde was carried out according to General Synthetic Method 5. The crude product was purified by hplc using a Waters XBridge Prep C18 OBD column (5μ silica, 19 mm diameter, 100 mm length) eluted with decreasingly polar mixtures of water (containing 1% aqueous ammonia) and acetonitrile as eluents to give 6-[4-(1-benzothiophen-3-ylmethyl)piperazin-1-yl]-3-(trifluoromethyl)-... Starting materials: cuprous chloride, C(C)(C)(C)OC(CN(CCCC=C)S(=O)(=O)C1=CC=C(C=C1)OCC1=CC=CC=C1)=O ([(4-benzyloxy-benzenesulfonyl)-pent-4-enyl-amino]-acetic acid tert-butyl ester), C(C)(C)(C)OC(CN(CCCC=C)S(=O)(=O)C1=CC=C(C=C1)OCC1=CC=CC=C1)=O ([(4-benzyloxy-benzenesulfonyl)-pent-4-enyl-amino]-acetic acid tert-butyl ester), cuprous chloride, CN(C=O)C (dimethylformamide), O (water), O=O (oxygen). Reagents/catalysts: [Pd](Cl)Cl (palladium (II) chloride), [Pd](Cl)Cl (palladium (II) chloride). The solvent is Cl (hydrochloric acid). Run at time 24 hour. Product: C(C)(C)(C)OC(CN(CCCC(C)=O)S(=O)(=O)C1=CC=C(C=C1)OCC1=CC=CC=C1)=O ([(4-benzyloxy-benzenesulfonyl)-(4-oxo-pentyl)-amino]-acetic acid tert-butyl ester). Reaction SMILES: [C:1]([O:5][C:6](=[O:31])[CH2:7][N:8]([S:14]([C:17]1[CH:22]=[CH:21][C:20]([O:23][CH2:24][C:25]2[CH:30]=[CH:29][CH:28]=[CH:27][CH:26]=2)=[CH:19][CH:18]=1)(=[O:16])=[O:15])[CH2:9][CH2:10][CH2:11][CH:12]=[CH2:13])([CH3:4])([CH3:3])[CH3:2].CN(C)C=[O:35].O.O=O>Cl.[Pd](Cl)Cl>[C:1]([O:5][C:6](=[O:31])[CH2:7][N:8]([S:14]([C:17]1[CH:22]=[CH:21][C:20]([O:23][CH2:24][C:25]2[CH:30]=[CH:29][CH:28]=[CH:27][CH:26]=2)=[CH:19][CH:18]=1)(=[O:16])=[O:15])[CH2:9][CH2:10][CH2:11][C:12](=[O:35])[CH3:13])([CH3:2])([CH3:3])[CH3:4]. Reported procedure: A mixture of [(4-benzyloxy-benzenesulfonyl)-pent-4-enyl-amino]-acetic acid tert-butyl ester (compound of formula XVI, 89 g, 200 mmol), cuprous chloride (19.8 g, 200 mmol), palladium (II) chloride (6.9 g, 39 mmol), dimethylformamide (541 ml) and water (293 ml) was treated with oxygen gas under vigorous stirring. After about 24 hours, an additional 4 g of cuprous chloride and 2 g of palladium (II) chloride were added, and stirring was continued for 2 days. The mixture was diluted with 1M hydrochlo... Reactants: COC(=O)[C@@H]1C[C@H](CN1C(=O)OCc2ccccc2)OC(=O)N3Cc4cccc(Br)c4C3, CC1(C)OB(OC1(C)C)c2cnc(nc2)n3cccn3. The reagents and catalysts are CCN=P(N=P(N(C)C)(N(C)C)N(C)C)(N(C)C)N(C)C (P2-Et), CC(C)c1cc(C(C)C)c(-c2ccccc2[PH](C(C)(C)C)(C(C)(C)C)[Pd]2(OS(C)(=O)=O)Nc3ccccc3-c3ccccc32)c(C(C)C)c1 (tBuXphos G3). Solvent: CS(C)=O (DMSO), O (water), CS(C)=O (DMSO), CS(C)=O (DMSO), CS(C)=O (DMSO). Reaction conditions: time 22 hour. Product: COC(=O)[C@@H]1C[C@H](CN1C(=O)OCc2ccccc2)OC(=O)N3Cc4cccc(c4C3)c5cnc(nc5)n6cccn6, COC(=O)[C@@H]1C[C@H](CN1C(=O)OCc2ccccc2)OC(=O)N3Cc4cccc(Br)c4C3, c1ccc(-c2ccccc2)cc1. Starting materials: 11g, C1(=CC=CC=C1)S (thiophenol), 50g, C(CCCCCCCCCCCCCCCCC)SC=1C(C=C(C(C1)=O)SC1=NN=NN1C1=CC=CC=C1)=O (2-n-octadecylthio-5-(1-phenyl-5-tetrazolylthio)-p-benzoquinone), C1=CC=CC=C1 (benzene). Reaction conditions: temperature 20 celsius, time 6 hour. Product: 40g, C(CCCCCCCCCCCCCCCCC)SC1=C(S)C(=C(C(=C1)O)SC1=NN=NN1C1=CC=CC=C1)C1=CC=CC=C1 (2-n-octadecylthio-5-(1-phenyl-5-tetrazolylthio)-6-phenylthiohydroquinone). Reaction SMILES: [CH2:1]([S:19][C:20]1[C:21](=O)[CH:22]=[C:23]([S:27][C:28]2[N:32]([C:33]3[CH:38]=[CH:37][CH:36]=[CH:35][CH:34]=3)[N:31]=[N:30][N:29]=2)[C:24](=[O:26])[CH:25]=1)[CH2:2][CH2:3][CH2:4][CH2:5][CH2:6][CH2:7][CH2:8][CH2:9][CH2:10][CH2:11][CH2:12][CH2:13][CH2:14][CH2:15][CH2:16][CH2:17][CH3:18].C1([SH:46])C=CC=CC=1.[CH:47]1[CH:52]=[CH:51][CH:50]=[CH:49][CH:48]=1>>[CH2:1]([S:19][C:20]1[CH:25]=[C:24]([OH:26])[C:23]([S:27][C:28]2[N:32]([C:33]3[CH:38]=[CH:37][CH:36]=[CH:35][CH:34]=3)[N:31]=[N:30][N:29]=2)=[C:22]([C:47]2[CH:52]=[CH:51][CH:50]=[CH:49][CH:48]=2)[C:21]=1[SH:46])[CH2:2][CH2:3][CH2:4][CH2:5][CH2:6][CH2:7][CH2:8][CH2:9][CH2:10][CH2:11][CH2:12][CH2:13][CH2:14][CH2:15][CH2:16][CH2:17][CH3:18]. Reported procedure: 50g of 2-n-octadecylthio-5-(1-phenyl-5-tetrazolylthio)-p-benzoquinone was added to 1 liter of benzene. After adding 11g of thiophenol to this mixture, the mixture was stirred at 20°C for 6 hours. Then benzene was removed by distillation under a reduced pressure, and the resulting crystals were separated by filtration and washed with water. They were recrystallized form n-hexane. Thus 40g of needle-like crystals of 2-n-octadecylthio-5-(1-phenyl-5-tetrazolylthio)-6-phenylthiohydroquinone having a ... The reactants are [2,2,2]bicyclo-1-octanol, C1=CC=CC=C1 (benzene), CN(C)C=O (DMF), ClC1=CC=C(C=C1)[N+](=O)[O-] (p-chloronitrobenzene), [H-].[Na+] (sodium hydride), ClC1=C(C=CC=C1)[N+](=O)[O-] (chloronitrobenzene). Reaction conditions: time 15 hour. Product: [N+](=O)([O-])C1=CC=C(OC23CCC(CC2)CC3)C=C1 (1-(p-Nitrophenoxy)-bicyclo[2,2,2]octane). RXN SMILES: [H-].[Na+].[CH:3]1[CH:8]=[CH:7][CH:6]=[CH:5][CH:4]=1.Cl[C:10]1[CH:15]=[CH:14][C:13]([N+:16]([O-:18])=[O:17])=[CH:12][CH:11]=1.Cl[C:20]1C=CC=C[C:21]=1[N+]([O-])=O.CN(C=[O:33])C>>[N+:16]([C:13]1[CH:14]=[CH:15][C:10]([O:33][C:3]23[CH2:21][CH2:20][CH:6]([CH2:7][CH2:8]2)[CH2:5][CH2:4]3)=[CH:11][CH:12]=1)([O-:18])=[O:17] |f:0.1|. Procedure details: A mixture of 10 g. of [2,2,2]bicyclo-1-octanol and 3.37 g. of 56% sodium hydride in mineral oil in 163 ml. each of benzene and DMF was heated at gentle reflux for 45 min. The mixture was cooled to room temperature and 12.4 g. of p-chloronitrobenzene was added. The mixture was again brought to reflux. Following 15 hrs heating the dark mixture was allowed to cool and washed thoroughly with water and then brine. The residue which remained when the solution was taken to dryness was chromatographed o... The reactants are C(Cl)Cl.C(C)(=O)OCC (CH2Cl2 ethyl acetate), C[C@@]12C=CC[C@H]1[C@@H]1CCC3=CC(CC[C@]3(C)[C@H]1CC2)=O (Androsta-4,16-dien-3-one), lithium tris (1, 2-dimethylpropyl) hydridoborate, C1CCOC1 (THF). Yields the product C=C[C@H]([C@H]1CC[C@H]2[C@@H]3CCC4=CC(CC[C@]4(C)[C@H]3CC[C@]12C)=O)C (21-methylene-20(R)-methylpregn-4-en-3-one), C[C@@]12C=CC[C@H]1[C@@H]1CC(C=3C=C(C=CC3[C@H]1CC2)CC(=O)[O-])=O (estra-1,3,5(10),16-tetraen-6-one-3-yl-acetate). Isolated yield 48.0%. RXN SMILES: [CH3:1][C@:2]12[CH2:19][CH2:18][C@H:17]3[C@@H:7]([CH2:8][CH2:9][C:10]4[C@:15]3([CH3:16])[CH2:14][CH2:13][C:12](=[O:20])[CH:11]=4)[C@@H:6]1[CH2:5][CH:4]=[CH:3]2.C(Cl)Cl.[C:24]([O:27]CC)(=[O:26])[CH3:25].[CH2:30]1[CH2:34]O[CH2:32][CH2:31]1>>[CH2:34]=[CH:30][C@@H:31]([CH3:32])[C@@H:3]1[C@:2]2([CH3:1])[C@H:6]([C@H:7]3[C@H:17]([CH2:18][CH2:19]2)[C@:15]2([CH3:16])[C:10](=[CH:11][C:12](=[O:20])[CH2:13][CH2:14]2)[CH2:9][CH2:8]3)[CH2:5][CH2:4]1.[CH3:1][C@:2]12[CH2:3][CH2:4][C@H:5]3[C@@H:14]([CH2:13][C:12](=[O:20])[C:11]4[CH:10]=[C:9]([CH2:25][C:24]([O-:27])=[O:26])[CH:8]=[CH:7][C:6]=43)[C@@H:15]1[CH2:17][CH:18]=[CH:19]2 |f:1.2|. Procedure: These syntheses are depicted in FIG. 178. Androsta-4,16-dien-3-one (4) was reduced at -55° with 5 lithium tris (1, 2-dimethylpropyl) hydridoborate in THF (c) as described for the preparation of 2 (FIG. 1). Chromatography on silica gel with CH2Cl2 /ethyl acetate 9:1 gave pure axial alcohol 5 (48% yield) and pure equatorial alcohol 6 (48% yield). Analytical samples were further purified by recrystallization (from PE at -30° for 5, from cyclohexane at RT. for 6).